From a dataset of the Open Reaction Database (ORD), a public repository of structured organic reaction records. describe an organic reaction: reactants, conditions, products, and yield The reactants are O=[N+]([O-])c1cc(Br)c2nc(Cl)nc(O)c2c1, CN1CCCC1=O, Nc1ccc(Cl)c(Cl)c1. The product is O=[N+]([O-])c1cc(Br)c2nc(Nc3ccc(Cl)c(Cl)c3)nc(O)c2c1. As a reaction SMILES: [Br:1][c:2]1[cH:3][c:4]([N+:14](=[O:15])[O-:16])[cH:5][c:6]2[c:7]([OH:13])[n:8][c:9]([Cl:12])[n:10][c:11]12.[CH3:26][N:27]1[CH2:28][CH2:29][CH2:30][C:31]1=[O:32].[NH2:17][c:18]1[cH:19][cH:20][c:21]([Cl:22])[c:23]([Cl:24])[cH:25]1>>[Br:1][c:2]1[cH:3][c:4]([N+:14](=[O:15])[O-:16])[cH:5][c:6]2[c:7]([OH:13])[n:8][c:9]([NH:17][c:18]3[cH:19][cH:20][c:21]([Cl:22])[c:23]([Cl:24])[cH:25]3)[n:10][c:11]12. Starting materials: O=CCCC(=O)OC (methyl 4-oxobutanoate), CC(C)(C)S(=O)N (2-methylpropane-2-sulfinamide). The reagents and catalysts are [O-]S(=O)(=O)[O-].[Cu+2] (CuSO4). The solvent is C(Cl)Cl (DCM). Conditions: time 12 hour. Product: C(C)(C)(C)S(=O)N=CCCC(=O)OC (methyl 4-((tert-butylsulfinyl)imino)-butanoate). RXN SMILES: O=[CH:2][CH2:3][CH2:4][C:5]([O:7][CH3:8])=[O:6].[CH3:9][C:10]([S:13]([NH2:15])=[O:14])([CH3:12])[CH3:11]>C(Cl)Cl.[O-]S([O-])(=O)=O.[Cu+2]>[C:10]([S:13]([N:15]=[CH:2][CH2:3][CH2:4][C:5]([O:7][CH3:8])=[O:6])=[O:14])([CH3:12])([CH3:11])[CH3:9] |f:3.4|. Reported procedure: A solution of commercially available methyl 4-oxobutanoate (4.454 g; 38.36 mmol) in DCM (90 ml) was treated with 2-methylpropane-2-sulfinamide (4.650 g; 38.36 mmol) and with anh. CuSO4 (12.246 g; 76.73 mmol). The resulting heterogeneous mixture was further stirred at rt, under nitrogen, for 12 h. The resulting grey mixture was then filtered over a short pad of celite, and the separated solids were further washed with DCM. The obtained orange filtrate was concentrated to dryness under reduced pre...